From a dataset of the Open Reaction Database (ORD), a public repository of structured organic reaction records. describe an organic reaction: reactants, conditions, products, and yield RXN SMILES: [Cl:16][c:17]1[n:18][c:19]([CH3:24])[cH:20][c:21]([CH3:23])[n:22]1.[N+:1](=[O:2])([O-:3])[c:4]1[cH:5][cH:6][c:7]([N:10]2[CH2:11][CH2:12][NH:13][CH2:14][CH2:15]2)[cH:8][cH:9]1.[cH:25]1[cH:26][cH:27][n:28][cH:29][cH:30]1>>[N+:1](=[O:2])([O-:3])[c:4]1[cH:5][cH:6][c:7]([N:10]2[CH2:11][CH2:12][N:13]([c:17]3[n:18][c:19]([CH3:24])[cH:20][c:21]([CH3:23])[n:22]3)[CH2:14][CH2:15]2)[cH:8][cH:9]1. The reactants are Cc1cc(C)nc(Cl)n1, O=[N+]([O-])c1ccc(N2CCNCC2)cc1, c1ccncc1. Yields the product Cc1cc(C)nc(N2CCN(c3ccc([N+](=O)[O-])cc3)CC2)n1. Reactants: [Si](C)(C)(C(C)(C)C)O[C@@H]1C=2C(=C(C(=NC2CC(C1)(C)C)C(C)C)C=O)I ((S)-5-(tert-butyldimethylsilyloxy)-4-iodo-2-isopropyl-7,7-dimethyl-5,6,7,8-tetrahydroquinoline-3-carbaldehyde), solution, C(C)(C)[Mg]Cl.[Cl-].[Li+] (isopropylmagnesium chloride lithium chloride), IC1=CC=C(C=C1)S(F)(F)(F)(F)F (1-iodo-4-pentafluorosulfanyl-benzene), solution, C(C)(C)[Mg]Cl (isopropylmagnesium chloride). Solvent: O1CCCC1 (tetrahydrofurane), O1CCCC1 (tetrahydrofurane). Yields the product [Si](C)(C)(C(C)(C)C)O[C@@H]1C=2C(=C(C(=NC2CC(C1)(C)C)C(C)C)[C@@H](O)C1=CC=C(C=C1)S(F)(F)(F)(F)F)I ((S)—((S)-5-(tert-butyldimethylsilyloxy)-4-iodo-2-isopropyl-7,7-dimethyl-5,6,7,8-tetrahydroquinolin-3-yl)(4-(pentafluorosulfanyl)phenyl)methanol). RXN SMILES: [Si:1]([O:8][C@H:9]1[CH2:18][C:17]([CH3:20])([CH3:19])[CH2:16][C:15]2[N:14]=[C:13]([CH:21]([CH3:23])[CH3:22])[C:12]([CH:24]=[O:25])=[C:11]([I:26])[C:10]1=2)([C:4]([CH3:7])([CH3:6])[CH3:5])([CH3:3])[CH3:2].I[C:28]1[CH:33]=[CH:32][C:31]([S:34]([F:39])([F:38])([F:37])([F:36])[F:35])=[CH:30][CH:29]=1.C([Mg]Cl)(C)C.[Cl-].[Li+].C([Mg]Cl)(C)C>O1CCCC1>[Si:1]([O:8][C@H:9]1[CH2:18][C:17]([CH3:19])([CH3:20])[CH2:16][C:15]2[N:14]=[C:13]([CH:21]([CH3:22])[CH3:23])[C:12]([C@H:24]([C:28]3[CH:29]=[CH:30][C:31]([S:34]([F:37])([F:35])([F:39])([F:36])[F:38])=[CH:32][CH:33]=3)[OH:25])=[C:11]([I:26])[C:10]1=2)([C:4]([CH3:5])([CH3:6])[CH3:7])([CH3:3])[CH3:2] |f:2.3.4|. Procedure: Obtained by starting from (S)-5-(tert-butyldimethylsilyloxy)-4-iodo-2-isopropyl-7,7-dimethyl-5,6,7,8-tetrahydroquinoline-3-carbaldehyde and 1-iodo-4-pentafluorosulfanyl-benzene. A 1.3 M solution of isopropylmagnesium chloride-lithium chloride-complex in tetrahydrofurane is used instead of a 2 M solution of isopropylmagnesium chloride in tetrahydrofurane. The reactants are CCC(C(=O)O)c1ccncc1, C1CCOC1, [Li]CCCC, CI, CC(C)NC(C)C, CN(C)C=O. The product is CCC(C)(C(=O)O)c1ccncc1. As a reaction SMILES: [CH2:13]([CH3:14])[CH:15]([C:16](=[O:17])[OH:18])[c:19]1[cH:20][cH:21][n:22][cH:23][cH:24]1.[CH2:32]1[O:33][CH2:34][CH2:35][CH2:36]1.[CH2:8]([Li:9])[CH2:10][CH2:11][CH3:12].[CH3:25][I:26].[CH:1]([NH:2][CH:3]([CH3:4])[CH3:5])([CH3:6])[CH3:7].[O:27]=[CH:28][N:29]([CH3:30])[CH3:31]>>[CH3:1][C:15]([CH2:13][CH3:14])([C:16](=[O:17])[OH:18])[c:19]1[cH:20][cH:21][n:22][cH:23][cH:24]1. Reported procedure: Following Method 11 of Example 305, tert-butyl (S)-4-(3-(tert-butyldimethylsilyloxy)piperidin-1-yl)pyridin-3-amine was coupled to 3-amino-6-bromopicolinic acid yielding (S)-3-amino-6-bromo-N-(4-(3-(tert-butyldimethyl-silyloxy)piperidin-1-yl)pyridin-3-yl)picolinamide. LCMS (m/z): 506.2 (MH+); LC Rt=4.03 min. The product is NC=1C(=NC(=CC1)Br)C(=O)NC=1C=NC=CC1N1C[C@H](CCC1)O[Si](C)(C)C(C)(C)C ((S)-3-amino-6-bromo-N-(4-(3-(tert-butyldimethyl-silyloxy)piperidin-1-yl)pyridin-3-yl)picolinamide). As a reaction SMILES: C([C:5]1[C:10]([NH2:11])=[C:9]([N:12]2[CH2:17][CH2:16][CH2:15][C@H:14]([O:18][Si:19]([C:22]([CH3:25])([CH3:24])[CH3:23])([CH3:21])[CH3:20])[CH2:13]2)[CH:8]=[CH:7][N:6]=1)(C)(C)C.[NH2:26][C:27]1[C:28]([C:34](O)=[O:35])=[N:29][C:30]([Br:33])=[CH:31][CH:32]=1>>[NH2:26][C:27]1[C:28]([C:34]([NH:11][C:10]2[CH:5]=[N:6][CH:7]=[CH:8][C:9]=2[N:12]2[CH2:17][CH2:16][CH2:15][C@H:14]([O:18][Si:19]([C:22]([CH3:23])([CH3:24])[CH3:25])([CH3:21])[CH3:20])[CH2:13]2)=[O:35])=[N:29][C:30]([Br:33])=[CH:31][CH:32]=1. The reactants are C(C)(C)(C)C1=NC=CC(=C1N)N1C[C@H](CCC1)O[Si](C)(C)C(C)(C)C (tert-butyl (S)-4-(3-(tert-butyldimethylsilyloxy)piperidin-1-yl)pyridin-3-amine), NC=1C(=NC(=CC1)Br)C(=O)O (3-amino-6-bromopicolinic acid). Reactants: BrC(Br)(Br)Br, CNC(=O)c1ccc(C=CC(=O)NCC(=O)N(C)c2ccc(Cl)c(CO)c2Cl)cc1, ClCCl, c1ccc(P(c2ccccc2)c2ccccc2)cc1. Yields the product CNC(=O)c1ccc(C=CC(=O)NCC(=O)N(C)c2ccc(Cl)c(CBr)c2Cl)cc1. RXN SMILES: [C:50]([Br:51])([Br:52])([Br:53])[Br:54].[Cl:1][c:2]1[c:3]([CH2:29][OH:30])[c:4]([Cl:28])[cH:5][cH:6][c:7]1[N:8]([C:9]([CH2:10][NH:11][C:12]([CH:13]=[CH:14][c:15]1[cH:16][cH:17][c:18]([C:21]([NH:22][CH3:23])=[O:24])[cH:19][cH:20]1)=[O:25])=[O:26])[CH3:27].[Cl:55][CH2:56][Cl:57].[c:31]1([P:32]([c:33]2[cH:34][cH:35][cH:36][cH:37][cH:38]2)[c:39]2[cH:40][cH:41][cH:42][cH:43][cH:44]2)[cH:45][cH:46][cH:47][cH:48][cH:49]1>>[Cl:1][c:2]1[c:3]([CH2:29][Br:51])[c:4]([Cl:28])[cH:5][cH:6][c:7]1[N:8]([C:9]([CH2:10][NH:11][C:12]([CH:13]=[CH:14][c:15]1[cH:16][cH:17][c:18]([C:21]([NH:22][CH3:23])=[O:24])[cH:19][cH:20]1)=[O:25])=[O:26])[CH3:27]. Reactants: C(CC)C1=CC=C(CO)C=C1 (4-n-propylbenzyl alcohol), S(=O)(Cl)Cl (thionyl chloride). The solvent is C(Cl)(Cl)Cl (chloroform). Product: C(CC)C1=CC=C(CCl)C=C1 (4-n-propylbenzylchloride). The yield is 97.0%. RXN SMILES: [CH2:1]([C:4]1[CH:11]=[CH:10][C:7]([CH2:8]O)=[CH:6][CH:5]=1)[CH2:2][CH3:3].S(Cl)([Cl:14])=O>C(Cl)(Cl)Cl>[CH2:1]([C:4]1[CH:11]=[CH:10][C:7]([CH2:8][Cl:14])=[CH:6][CH:5]=1)[CH2:2][CH3:3]. Procedure: In 50 ml of chloroform was dissolved 8.63 g (57.5 mmol) of 4-n-propylbenzyl alcohol synthesized in the step (ii), and 8.10 g (68.1 mmol) of thionyl chloride was added to the mixture. The mixture was subjected to reaction at a room temperature for 24 hours. After the completion of the reaction, the chloroform phase was washed successively with an aqueous solution of sodium hydrogencarbonate and water. Chloroform was removed from the chloroform phase to give 9.40 g (55.8 mmol) of 4-n-propylbenzylc... Reactants: O=c1[nH]cnc2cc(OCc3ccccc3)ccc12, CN(C)C=O, CCOCC, O=S(Cl)Cl. Yields the product Clc1ncnc2cc(OCc3ccccc3)ccc12. As a reaction SMILES: [CH2:1]([c:2]1[cH:3][cH:4][cH:5][cH:6][cH:7]1)[O:8][c:9]1[cH:10][cH:11][c:12]2[c:13](=[O:19])[nH:14][cH:15][n:16][c:17]2[cH:18]1.[CH3:20][N:21]([CH3:22])[CH:23]=[O:24].[CH3:25][CH2:26][O:27][CH2:28][CH3:29].[S:30]([Cl:31])([Cl:32])=[O:33]>>[CH2:1]([c:2]1[cH:3][cH:4][cH:5][cH:6][cH:7]1)[O:8][c:9]1[cH:10][cH:11][c:12]2[c:13]([Cl:32])[n:14][cH:15][n:16][c:17]2[cH:18]1. Starting materials: C1COCCO1, COCC(C)Oc1nc(N)c2nc(OC)n(CC3CCCOC3)c2n1, CO, Cl, [Na+], [OH-], O. The product is COCC(C)Oc1nc(N)c2[nH]c(=O)n(CC3CCCOC3)c2n1. As a reaction SMILES: [CH2:31]1[O:32][CH2:33][CH2:34][O:35][CH2:36]1.[CH3:1][CH:2]([CH2:3][O:4][CH3:5])[O:6][c:7]1[n:8][c:9]([NH2:25])[c:10]2[n:11][c:12]([O:23][CH3:24])[n:13]([CH2:16][CH:17]3[CH2:18][O:19][CH2:20][CH2:21][CH2:22]3)[c:14]2[n:15]1.[CH3:29][OH:30].[ClH:26].[Na+:28].[OH-:27].[OH2:37]>>[CH3:1][CH:2]([CH2:3][O:4][CH3:5])[O:6][c:7]1[n:8][c:9]([NH2:25])[c:10]2[nH:11][c:12](=[O:23])[n:13]([CH2:16][CH:17]3[CH2:18][O:19][CH2:20][CH2:21][CH2:22]3)[c:14]2[n:15]1.